Dataset: the Open Reaction Database (ORD), a public repository of structured organic reaction records. Task: describe an organic reaction: reactants, conditions, products, and yield Reactants: [H-].[Na+] (sodium hydride), C(CC(=O)OCC)(=O)OCC (diethyl malonate), O (water), BrC1=NC=CC=N1 (2-bromopyrimidine). Solvent: CN(C)C=O (DMF), CN(C)C=O (DMF). Conditions: temperature 100 celsius. Product: N1=C(N=CC=C1)C(C(=O)OCC)C(=O)OCC (Diethyl 2-(pyrimidin-2-yl)malonate). Isolated yield 49.5%. RXN SMILES: [H-].[Na+].[C:3]([O:11][CH2:12][CH3:13])(=[O:10])[CH2:4][C:5]([O:7][CH2:8][CH3:9])=[O:6].Br[C:15]1[N:20]=[CH:19][CH:18]=[CH:17][N:16]=1.O>CN(C=O)C>[N:16]1[CH:17]=[CH:18][CH:19]=[N:20][C:15]=1[CH:4]([C:5]([O:7][CH2:8][CH3:9])=[O:6])[C:3]([O:11][CH2:12][CH3:13])=[O:10] |f:0.1|. Procedure: To a solution of sodium hydride (4.4 g of a 60% dispersion in oil, 0.11 mol) in DMF (200 ml) was added diethyl malonate (16 ml, 0.11 mol) in DMF (50 ml) dropwise at room temperature. After 30 min 2-bromopyrimidine (8.0 g, 0.05 mol) was added portionwise and the solution heated at 100° C. for 3 h. The solution was cooled to room temperature, water (100 ml) was added and the mixture extracted with EtOAc (3×60 ml). The combined organic layers were dried (MgSO4) and evaporated. The residue was chrom... Reactants: CCOC(=O)C(CC(=O)CCl)c1ccc(Br)cc1, Cc1ccccc1, OCCO, Cc1ccc(S(=O)(=O)O)cc1. The product is CCOC(=O)C(CC1(CCl)OCCO1)c1ccc(Br)cc1. As a reaction SMILES: [Br:1][c:2]1[cH:3][cH:4][c:5]([CH:8]([C:9](=[O:10])[O:11][CH2:12][CH3:13])[CH2:14][C:15]([CH2:16][Cl:17])=[O:18])[cH:6][cH:7]1.[CH3:34][c:35]1[cH:36][cH:37][cH:38][cH:39][cH:40]1.[OH:19][CH2:20][CH2:21][OH:22].[c:23]1([CH3:24])[cH:25][cH:26][c:27]([S:28]([OH:29])(=[O:30])=[O:31])[cH:32][cH:33]1>>[Br:1][c:2]1[cH:3][cH:4][c:5]([CH:8]([C:9](=[O:10])[O:11][CH2:12][CH3:13])[CH2:14][C:15]2([CH2:16][Cl:17])[O:18][CH2:21][CH2:20][O:19]2)[cH:6][cH:7]1.